This data is from the Open Reaction Database (ORD), a public repository of structured organic reaction records. The task is: describe an organic reaction: reactants, conditions, products, and yield The reactants are Cl (hydrogen chloride), COCC=1C(=CC=2C(CCC(C2C1)(C)C)(C)C)COCOC (3-methoxymethyl-2-methoxymethoxymethyl-5,6,7,8-tetrahydro-5,5,8,8-tetramethylnaphthalene). The solvent is CO (methanol). Product: OCC1=CC=2C(CCC(C2C=C1COC)(C)C)(C)C (2-hydroxymethyl-3-methoxymethyl-5,6,7,8-tetrahydro-5,5,8,8-tetramethylnaphthalene). Yield: 115.2%. Reaction SMILES: Cl.[CH3:2][O:3][CH2:4][C:5]1[C:6]([CH2:19][O:20]COC)=[CH:7][C:8]2[C:9]([CH3:18])([CH3:17])[CH2:10][CH2:11][C:12]([CH3:16])([CH3:15])[C:13]=2[CH:14]=1>CO>[OH:20][CH2:19][C:6]1[C:5]([CH2:4][O:3][CH3:2])=[CH:14][C:13]2[C:12]([CH3:16])([CH3:15])[CH2:11][CH2:10][C:9]([CH3:18])([CH3:17])[C:8]=2[CH:7]=1. Procedure: 1.0 ml of 10% aqueous hydrogen chloride was added at room temperature to 5 ml solution of 294 mg 3-methoxymethyl-2-methoxymethoxymethyl-5,6,7,8-tetrahydro-5,5,8,8-tetramethylnaphthalene in methanol. After the mixture was heated under reflux for 1 hour, methanol was distilled off. Ethyl acetate was added to the residue, and the resulting mixture was washed with brine. The organic layer was dried over anhydrous magnesium sulfate, and then the residue obtained under reduced pressure was subjected t... The reactants are C1CCOC1, CO, [Na+], [OH-], O, COC(=O)C=C1C=CC=C(OCCCN(Cc2cccc(C(F)(F)F)c2Cl)CC(c2ccccc2)C2CCCC2)C1. Product: O=C(O)C=C1C=CC=C(OCCCN(Cc2cccc(C(F)(F)F)c2Cl)CC(c2ccccc2)C2CCCC2)C1. Reaction SMILES: [CH2:46]1[O:47][CH2:48][CH2:49][CH2:50]1.[CH3:44][OH:45].[Na+:43].[OH-:42].[OH2:51].[c:1]1([CH:7]([CH2:8][N:9]([CH2:10][c:11]2[c:12]([Cl:21])[c:13]([C:17]([F:18])([F:19])[F:20])[cH:14][cH:15][cH:16]2)[CH2:22][CH2:23][CH2:24][O:25][C:26]2=[CH:31][CH:30]=[CH:29][C:28](=[CH:32][C:33](=[O:34])[O:35][CH3:36])[CH2:27]2)[CH:37]2[CH2:38][CH2:39][CH2:40][CH2:41]2)[cH:2][cH:3][cH:4][cH:5][cH:6]1>>[c:1]1([CH:7]([CH2:8][N:9]([CH2:10][c:11]2[c:12]([Cl:21])[c:13]([C:17]([F:18])([F:19])[F:20])[cH:14][cH:15][cH:16]2)[CH2:22][CH2:23][CH2:24][O:25][C:26]2=[CH:31][CH:30]=[CH:29][C:28](=[CH:32][C:33](=[O:34])[OH:35])[CH2:27]2)[CH:37]2[CH2:38][CH2:39][CH2:40][CH2:41]2)[cH:2][cH:3][cH:4][cH:5][cH:6]1. Starting materials: C(c1ccc(C(O)=O)s1)=O, CC1=CN=C(C=C1)N, [C-]#[N+]C1CCCCC1. Reagents/catalysts: O=C(O)C(F)(F)F (trifluoroacetic acid). Solvent: CC(C)O (isopropyl alcohol), CC(C)O (isopropylalcohol). Reaction conditions: temperature 22 celsius, time 20 hour. Yields the product Cc1ccc2nc(c(NC3CCCCC3)n2c1)c1ccc(C(O)=O)s1. The yield is 0.0%. As a reaction SMILES: CC1=CC=C(N)N=C1.[C-]#[N+]C1CCCCC1.OC(=O)C1=CC=C(S1)C=O>>CC1=CN2C(C=C1)=NC(C1=CC=C(S1)C(O)=O)=C2NC1CCCCC1. Reactants: NCc1ccc(Br)cc1, C1CCC2=NCCCN2CC1, CO, O=C(Nc1cccc2ccncc12)C(Cl)(Cl)Cl. Product: O=C(NCc1ccc(Br)cc1)Nc1cccc2ccncc12. As a reaction SMILES: [Br:1][c:2]1[cH:3][cH:4][c:5]([CH2:6][NH2:7])[cH:8][cH:9]1.[CH2:27]1[CH2:28][CH2:29][C:30]2=[N:35][CH2:34][CH2:33][CH2:32][N:31]2[CH2:36][CH2:37]1.[CH3:38][OH:39].[Cl:10][C:11]([C:12](=[O:13])[NH:14][c:15]1[cH:16][cH:17][cH:18][c:19]2[cH:20][cH:21][n:22][cH:23][c:24]12)([Cl:25])[Cl:26]>>[Br:1][c:2]1[cH:3][cH:4][c:5]([CH2:6][NH:7][C:12](=[O:13])[NH:14][c:15]2[cH:16][cH:17][cH:18][c:19]3[cH:20][cH:21][n:22][cH:23][c:24]23)[cH:8][cH:9]1. Reactants: C(C1=CC=CC=C1)OCCOC1=CC=C(C=C1)\C(=C(\CCO)/C1=CC=CC=C1)\C1=CC=CC=C1 (Z-4-[4-(2-benzyloxyethoxy)-phenyl]-3,4-diphenyl-but-3-en-1-ol), C1(=CC=CC=C1)P(C1=CC=CC=C1)C1=CC=CC=C1 (Triphenyl phosphine), ClC(Cl)(Cl)Cl (tetrachloromethane). Solvent: C(C)#N (acetonitrile). Yields the product C(C1=CC=CC=C1)OCCOC1=CC=C(C=C1)\C(=C(\CCCl)/C1=CC=CC=C1)\C1=CC=CC=C1 (Z-1-[4-(2-benzyloxyethoxy)-phenyl]-4-chloro-1,2-diphenyl-but-1-ene). As a reaction SMILES: [CH2:1]([O:8][CH2:9][CH2:10][O:11][C:12]1[CH:17]=[CH:16][C:15](/[C:18](/[C:29]2[CH:34]=[CH:33][CH:32]=[CH:31][CH:30]=2)=[C:19](\[C:23]2[CH:28]=[CH:27][CH:26]=[CH:25][CH:24]=2)/[CH2:20][CH2:21]O)=[CH:14][CH:13]=1)[C:2]1[CH:7]=[CH:6][CH:5]=[CH:4][CH:3]=1.C1(P(C2C=CC=CC=2)C2C=CC=CC=2)C=CC=CC=1.[Cl:54]C(Cl)(Cl)Cl>C(#N)C>[CH2:1]([O:8][CH2:9][CH2:10][O:11][C:12]1[CH:17]=[CH:16][C:15](/[C:18](/[C:29]2[CH:34]=[CH:33][CH:32]=[CH:31][CH:30]=2)=[C:19](\[C:23]2[CH:28]=[CH:27][CH:26]=[CH:25][CH:24]=2)/[CH2:20][CH2:21][Cl:54])=[CH:14][CH:13]=1)[C:2]1[CH:7]=[CH:6][CH:5]=[CH:4][CH:3]=1. Reported procedure: Z-4-[4-(2-benzyloxyethoxy)-phenyl]-3,4-diphenyl-but-3-en-1-ol prepared in the previous stage was dissolved in acetonitrile (400 ml). Triphenyl phosphine (103.5 g, 0.4 mol) and tetrachloromethane (120 g, 0.79 mol) were added and the mixture was refluxed for 2 hours. Then the mixture was evaporated to dryness under reduced pressure. The residue was dissolved in methanol (160 ml) and water (40 ml) and extracted three times with petroleum ether (3×200 ml) at boiling point. Petroleum ether layers wer... Reactants: [OH-].[Na+] (sodium hydroxide), ClC1=CC=C(C(=O)C2=CC=C(CBr)C=C2)C=C1 (4-(4-chlorobenzoyl)benzyl bromide), SC=1NC(C2=C(N1)NC=C2)=O (2-mercapto-7H-pyrrolo[2,3-d]pyrimidin-4(3H)-one). Solvent: CN(C)C=O (DMF), CN(C)C=O (DMF), ice water. Conditions: time 4 hour. Yields the product ClC1=CC=C(C(=O)C2=CC=C(CSC=3NC(C4=C(N3)NC=C4)=O)C=C2)C=C1 (2-[4-(4-Chlorobenzoyl)benzyl]thio-7H-pyrrolo[2,3-d]pyrimidin-4(3H)-one). Reaction SMILES: [OH-].[Na+].[Cl:3][C:4]1[CH:19]=[CH:18][C:7]([C:8]([C:10]2[CH:17]=[CH:16][C:13]([CH2:14]Br)=[CH:12][CH:11]=2)=[O:9])=[CH:6][CH:5]=1.[SH:20][C:21]1[NH:22][C:23](=[O:30])[C:24]2[CH:29]=[CH:28][NH:27][C:25]=2[N:26]=1>CN(C=O)C>[Cl:3][C:4]1[CH:19]=[CH:18][C:7]([C:8]([C:10]2[CH:17]=[CH:16][C:13]([CH2:14][S:20][C:21]3[NH:22][C:23](=[O:30])[C:24]4[CH:29]=[CH:28][NH:27][C:25]=4[N:26]=3)=[CH:12][CH:11]=2)=[O:9])=[CH:6][CH:5]=1 |f:0.1|. Reported procedure: In DMF (20 ml) was dissolved 2-mercapto-7H-pyrrolo[2,3-d]pyrimidin-4(3H)-one (836 ml) followed by addition of 1N-sodium hydroxide (5 ml). Then, under ice-cooling, a solution of 4-(4-chlorobenzoyl)benzyl bromide (1.63 g) in DMF (5 ml) was added dropwise. The mixture was stirred at room temperature for 4 hours, at the end of which time it was poured in ice-water (200 ml). The resulting precipitate was collected by filtration, rinsed with water, and dried. This precipitate was purified by flash col... Starting materials: C([O-])([O-])=O.[K+].[K+] (potassium carbonate), C(C)(C)(C)OC(=O)N1CCC(CC1)OC1=CC=C(C=C1)N (1-t-butoxycarbonyl-4-(4-aminophenoxy)piperidine), BrCCOC=1C=C(C#N)C=CC1 (3-(2-bromoethoxy)benzonitrile), [I-].[K+] (potassium iodide). Run in CN(C=O)C (dimethylformamide). Reaction conditions: time 14 hour. Product: C(C)(C)(C)OC(=O)N1CCC(CC1)OC1=CC=C(C=C1)NCCOC=1C=C(C#N)C=CC1 (3-[2-[[4-(1-t-butoxycarbonyl-4-piperidyloxy)phenyl]amino]ethoxy]benzonitrile). Reaction SMILES: [C:1]([O:5][C:6]([N:8]1[CH2:13][CH2:12][CH:11]([O:14][C:15]2[CH:20]=[CH:19][C:18]([NH2:21])=[CH:17][CH:16]=2)[CH2:10][CH2:9]1)=[O:7])([CH3:4])([CH3:3])[CH3:2].Br[CH2:23][CH2:24][O:25][C:26]1[CH:27]=[C:28]([CH:31]=[CH:32][CH:33]=1)[C:29]#[N:30].[I-].[K+].C(=O)([O-])[O-].[K+].[K+]>CN(C)C=O>[C:1]([O:5][C:6]([N:8]1[CH2:13][CH2:12][CH:11]([O:14][C:15]2[CH:20]=[CH:19][C:18]([NH:21][CH2:23][CH2:24][O:25][C:26]3[CH:27]=[C:28]([CH:31]=[CH:32][CH:33]=3)[C:29]#[N:30])=[CH:17][CH:16]=2)[CH2:10][CH2:9]1)=[O:7])([CH3:4])([CH3:2])[CH3:3] |f:2.3,4.5.6|. Procedure details: 616 mg (1.91 mmol) of 1-t-butoxycarbonyl-4-(4-aminophenoxy)piperidine, 432 ml (1.91 mmol) of 3-(2-bromoethoxy)benzonitrile and 634 mg (3.82 mmol) of potassium iodide were dissolved in 20 ml of dimethylformamide. 2.64 g (19.1 mmol) of potassium carbonate was added to the solution, and they were stirred at room temperature for 14 hours. The solvent was distilled off under reduced pressure. After the treatment with ethyl acetate as extractant in an ordinary manner, the crude product was obtained. T... Procedure details: The title compound was prepared employing a procedure analogous to that described in Example 1 using methyl 2-(7-chloro-2,3-dihydrospiro[indene-1,4′-piperidine]-3-yl)acetate and 4-fluoro-2-(trifluoromethyl)cinnamic acid followed by a procedure analogous to that described in Example 2. LC-MS Method 1 tR=1.95, min, m/z=496, 498; 1H NMR (CDCl3) 1.20-1.40 (3H), 1.70 (m, 1H), 2.40 (m, 1H), 2.53 (m, 1H), 2.65-3.05 (4H), 3.30 (m, 1H), 3.62 (m, 1H), 4.06 (d, 1H), 4.79 (d, 1H), 6.80 (d, 1H), 7.1-7.5 (5H)... Reaction SMILES: [Cl:1][C:2]1[CH:3]=[CH:4][CH:5]=[C:6]2[C:15]=1[C:9]1([CH2:14][CH2:13][NH:12][CH2:11][CH2:10]1)[CH2:8][CH:7]2[CH2:16][C:17]([O:19]C)=[O:18].[F:21][C:22]1[CH:32]=[CH:31][C:25]([CH:26]=[CH:27][C:28](O)=[O:29])=[C:24]([C:33]([F:36])([F:35])[F:34])[CH:23]=1>>[Cl:1][C:2]1[CH:3]=[CH:4][CH:5]=[C:6]2[C:15]=1[C:9]1([CH2:14][CH2:13][N:12]([C:28](=[O:29])/[CH:27]=[CH:26]/[C:25]3[CH:31]=[CH:32][C:22]([F:21])=[CH:23][C:24]=3[C:33]([F:34])([F:35])[F:36])[CH2:11][CH2:10]1)[CH2:8][CH:7]2[CH2:16][C:17]([OH:19])=[O:18]. Starting materials: ClC=1C=CC=C2C(CC3(CCNCC3)C12)CC(=O)OC (methyl 2-(7-chloro-2,3-dihydrospiro[indene-1,4′-piperidine]-3-yl)acetate), FC1=CC(=C(C=CC(=O)O)C=C1)C(F)(F)F (4-fluoro-2-(trifluoromethyl)cinnamic acid). The product is ClC=1C=CC=C2C(CC3(CCN(CC3)C(\C=C\C3=C(C=C(C=C3)F)C(F)(F)F)=O)C12)CC(=O)O ((±)-(E)-2-(7-chloro-1′-(3-(4-fluoro-2-(trifluoromethyl)phenyl)acryloyl)-2,3-dihydrospiro[indene-1,4′-piperidine]-3-yl)acetic acid).